describe an organic reaction: reactants, conditions, products, and yield From a dataset of the Open Reaction Database (ORD), a public repository of structured organic reaction records. The reactants are CC(C)(C)[SiH2]OC(C)(C)c1ccc(C(=O)O)cc1F, C1CCOC1, CCOCC, [Li]C, C[Si](C)(C)Cl. Product: CC(=O)c1ccc(C(C)(C)O[SiH2]C(C)(C)C)c(F)c1. RXN SMILES: [C:1]([CH3:2])([CH3:3])([CH3:4])[SiH2:5][O:6][C:7]([c:8]1[c:9]([F:17])[cH:10][c:11]([C:12](=[O:13])[OH:14])[cH:15][cH:16]1)([CH3:18])[CH3:19].[CH2:27]1[O:28][CH2:29][CH2:30][CH2:31]1.[CH2:32]([O:33][CH2:34][CH3:35])[CH3:36].[CH3:20][Li:21].[CH3:22][Si:23]([CH3:24])([CH3:25])[Cl:26]>>[C:1]([CH3:2])([CH3:3])([CH3:4])[SiH2:5][O:6][C:7]([c:8]1[c:9]([F:17])[cH:10][c:11]([C:12](=[O:14])[CH3:22])[cH:15][cH:16]1)([CH3:18])[CH3:19]. Reactants: [Ag+], CC(=O)OC1CSC(Br)C(OC(C)=O)C1OC(C)=O, ClCCl, CC#N, [Cl-], [Cl-], CC(=O)c1cccc(O)c1, [Zn+2], O=C([O-])c1ncc[nH]1. Product: CC(=O)OC1CSC(Oc2cccc(C(C)=O)c2)C(OC(C)=O)C1OC(C)=O. Reaction SMILES: [Ag+:44].[C:11]([CH3:12])(=[O:13])[O:14][CH:15]1[CH:16]([Br:29])[S:17][CH2:18][CH:19]([O:25][C:26]([CH3:27])=[O:28])[CH:20]1[O:21][C:22]([CH3:23])=[O:24].[CH2:30]([Cl:31])[Cl:32].[CH3:33][C:34]#[N:35].[Cl-:45].[Cl-:47].[OH:1][c:2]1[cH:3][c:4]([C:8]([CH3:9])=[O:10])[cH:5][cH:6][cH:7]1.[Zn+2:46].[nH:36]1[cH:37][cH:38][n:39][c:40]1[C:41]([O-:42])=[O:43]>>[O:1]([c:2]1[cH:3][c:4]([C:8]([CH3:9])=[O:10])[cH:5][cH:6][cH:7]1)[CH:16]1[CH:15]([O:14][C:11]([CH3:12])=[O:13])[CH:20]([O:21][C:22]([CH3:23])=[O:24])[CH:19]([O:25][C:26]([CH3:27])=[O:28])[CH2:18][S:17]1. The reactants are C(C=C)OC(=O)N1C[C@@H](C[C@H]1C=O)O[Si](C)(C)C(C)(C)C ((3R,5S)-1-allyloxycarbonyl-3-t-butyldimethylsilyloxy-5-formylpyrrolidine), CC(C)([O-])C.[K+] (Potassium t-butoxide), [Cl-].S1C=2N(C=C1)C(=NC2)C[P+](C2=CC=CC=C2)(C2=CC=CC=C2)C2=CC=CC=C2 ((imidazo[5,1-b]thiazol-5-yl)methyltriphenylphosphonium chloride), CS(=O)C (dimethyl sulfoxide), C(C)(=O)OCC (Ethyl acetate). Run in C1CCOC1 (THF), C1CCOC1 (THF). Run at time 1 hour. The product is C(C=C)OC(=O)N1C[C@@H](C[C@H]1C=CC1=NC=C2SC=CN21)OS(=O)(=O)C ((3R,5S)-1-allyloxycarbonyl-5-[2-(imidazo[5,1-b]thiazol-5-yl)ethenyl]-3-methanesulfonyloxypyrrolidine). Reaction SMILES: CC(C)([O-])C.[K+].[Cl-].[S:8]1[CH:12]=[CH:11][N:10]2[C:13]([CH2:16][P+](C3C=CC=CC=3)(C3C=CC=CC=3)C3C=CC=CC=3)=[N:14][CH:15]=[C:9]12.[CH2:36]([O:39][C:40]([N:42]1[C@H:46]([CH:47]=O)[CH2:45][C@@H:44]([O:49][Si](C(C)(C)C)(C)C)[CH2:43]1)=[O:41])[CH:37]=[CH2:38].C(OCC)(=[O:59])C.C[S:64]([CH3:66])=[O:65]>C1COCC1>[CH2:36]([O:39][C:40]([N:42]1[C@H:46]([CH:47]=[CH:16][C:13]2[N:10]3[C:9]([S:8][CH:12]=[CH:11]3)=[CH:15][N:14]=2)[CH2:45][C@@H:44]([O:49][S:64]([CH3:66])(=[O:59])=[O:65])[CH2:43]1)=[O:41])[CH:37]=[CH2:38] |f:0.1,2.3|. Procedure details: Potassium t-butoxide (0.11 g) is added to a solution of 0.44 g of (imidazo[5,1-b]thiazol-5-yl)methyltriphenylphosphonium chloride in 2 ml of THF and 2 ml of dimethyl sulfoxide under ice cooling. The mixture is stirred at that temperature for one hr, and a solution of 0.28 g of (3R,5S)-1-allyloxycarbonyl-3-t-butyldimethylsilyloxy-5-formylpyrrolidine in 2 ml of THF, and the mixture is stirred at that temperature for 2 hr. Ethyl acetate is added to the reaction mixture, and the mixture is successiv... The reactants are N(N)C=1N=NC(=CN1)C1=CC=C(C=C1)F (3-hydrazino-6-(p-fluorophenyl)-1,2,4-triazine), C(OCC)([O-])[O-] (ethyl orthoformate). Run in CCCCCC (hexane). The product is FC1=CC=C(C=C1)C=1C=NC=2N(N1)C=NN2 (6-(p-Fluorophenyl)-1,2,4-triazolo[4,3-b]-1,2,4-triazine). Reaction SMILES: [NH:1]([C:3]1[N:4]=[N:5][C:6]([C:9]2[CH:14]=[CH:13][C:12]([F:15])=[CH:11][CH:10]=2)=[CH:7][N:8]=1)[NH2:2].[CH:16]([O-])([O-])OCC>CCCCCC>[F:15][C:12]1[CH:11]=[CH:10][C:9]([C:6]2[CH:7]=[N:8][C:3]3[N:4]([CH:16]=[N:2][N:1]=3)[N:5]=2)=[CH:14][CH:13]=1. Procedure details: A mixture of 3.09 g. of 3-hydrazino-6-(p-fluorophenyl)-1,2,4-triazine and 35 ml. of ethyl orthoformate is refluxed for 2 hours, cooled and poured into hexane. The solid is collected and washed with ethanol giving the desired product as a brown solid, m.p. 231°-235° C. Starting materials: CC=1C=CC(=C(C(=O)O)C1)N1N=CC=N1 (5-methyl-2-(2H-1,2,3-triazol-2-yl)benzoic acid), FC=1C(=C(C(=O)O)C=CC1)I (3-fluoro-2-iodobenzoic acid), N1N=NC=C1 (1,2,3-triazole). The product is FC=1C(=C(C(=O)O)C=CC1)N1N=CC=N1 (3-Fluoro-2-(2H-1,2,3-triazol-2-yl)benzoic acid). RXN SMILES: C[C:2]1[CH:3]=[CH:4][C:5]([N:11]2[N:15]=[CH:14][CH:13]=[N:12]2)=[C:6]([CH:10]=1)[C:7]([OH:9])=[O:8].[F:16]C1C(I)=C(C=CC=1)C(O)=O.N1C=CN=N1>>[F:16][C:4]1[C:5]([N:11]2[N:15]=[CH:14][CH:13]=[N:12]2)=[C:6]([CH:10]=[CH:2][CH:3]=1)[C:7]([OH:9])=[O:8]. Procedure details: The title compound was prepared following the same general protocol as described for 5-methyl-2-(2H-1,2,3-triazol-2-yl)benzoic acid in Example A11 using 3-fluoro-2-iodobenzoic acid and 1,2,3-triazole. ESI-MS (m/z): 208 [M+1]+.